This data is from the Open Reaction Database (ORD), a public repository of structured organic reaction records. The task is: describe an organic reaction: reactants, conditions, products, and yield Starting materials: BrC=1C=C2C(=CC1)OC(CC21N=C(N(C1=O)C)SC)C1COCCC1 (6-bromo-1′-methyl-2′-(methylthio)-2-(tetrahydro-2H-pyran-3-yl)spiro[c-hroman-4,4′-imidazol]-5′(1′H)-one), [NH4+].[I-] (NH4I), N.CCO (NH3 EtOH). The product is NC=1N(C(C2(N1)CC(OC1=CC=C(C=C12)Br)C1COCCC1)=O)C (2′-amino-6-bromo-1′-methyl-2-(tetrahydro-2H-pyran-3-yl)spiro[chroman-4,4′-imidazol]-5′(1′H)-one). The yield is 107.9%. RXN SMILES: [Br:1][C:2]1[CH:3]=[C:4]2[C:11]3([C:15](=[O:16])[N:14]([CH3:17])[C:13](SC)=[N:12]3)[CH2:10][CH:9]([CH:20]3[CH2:25][CH2:24][CH2:23][O:22][CH2:21]3)[O:8][C:5]2=[CH:6][CH:7]=1.[NH4+:26].[I-].N.CCO>>[NH2:26][C:13]1[N:14]([CH3:17])[C:15](=[O:16])[C:11]2([C:4]3[C:5](=[CH:6][CH:7]=[C:2]([Br:1])[CH:3]=3)[O:8][CH:9]([CH:20]3[CH2:25][CH2:24][CH2:23][O:22][CH2:21]3)[CH2:10]2)[N:12]=1 |f:1.2,3.4|. Procedure details: A solution of 6-bromo-1′-methyl-2′-(methylthio)-2-(tetrahydro-2H-pyran-3-yl)spiro[c-hroman-4,4′-imidazol]-5′(1′H)-one (20 mg, 0.047 mmol), NH4I (54.5 mg, 0.37 mmol) in a solution of NH3/EtOH (2 mL, 8 N) was heated at 120° C. in a tube in a microwave reactor for 3 h. After cooling, the mixture was concentrated in vacuo to give 2′-amino-6-bromo-1′-methyl-2-(tetrahydro-2H-pyran-3-yl)spiro[chroman-4,4′-imidazol]-5′(1′H)-one (20 mg, 100%). Starting materials: CC(C)(C)OC(=O)N1CCC(C)(C(=O)Nc2cccc(-c3cnco3)c2)CC1, CO, Cl. Product: CC1(C(=O)Nc2cccc(-c3cnco3)c2)CCNCC1, Cl. RXN SMILES: [CH3:1][C:2]1([C:15]([NH:16][c:17]2[cH:18][c:19](-[c:23]3[cH:24][n:25][cH:26][o:27]3)[cH:20][cH:21][cH:22]2)=[O:28])[CH2:3][CH2:4][N:5]([C:8]([O:9][C:10]([CH3:11])([CH3:12])[CH3:13])=[O:14])[CH2:6][CH2:7]1.[CH3:30][OH:31].[ClH:29]>>[CH3:1][C:2]1([C:15]([NH:16][c:17]2[cH:18][c:19](-[c:23]3[cH:24][n:25][cH:26][o:27]3)[cH:20][cH:21][cH:22]2)=[O:28])[CH2:3][CH2:4][NH:5][CH2:6][CH2:7]1.[ClH:29]. Reactants: C(=O)(OCC1=CC=CC=C1)NC(NCCC[C@@H](NC(C(C1=CC=CC=C1)C1=CC=CC=C1)=O)C(=O)N[C@H](C)C1=CC=CC=C1)=NC(=O)OCC1=CC=CC=C1 ((R)-Nω,Nω '-bis(Cbz)-N2 -(Diphenylacetyl)-(R)-N-(1-phenylethyl)-arginine amide), Cl (hydrochloride), acetate salt. Reagents/catalysts: [Pd] (Pd/C). The solvent is CC(=O)O (HOAc). The product is Cl.C1(=CC=CC=C1)C(C(=O)N[C@H](CCCNC(N)=N)C(=O)N[C@H](C)C1=CC=CC=C1)C1=CC=CC=C1 ((R)-N2 -(Diphenylacetyl)-(R)-N-(1-phenylethyl)arginine amide hydrochloride). Yield: 99.0%. As a reaction SMILES: C([NH:11][C:12](=[N:45]C(OCC1C=CC=CC=1)=O)[NH:13][CH2:14][CH2:15][CH2:16][C@H:17]([C:34]([NH:36][C@@H:37]([C:39]1[CH:44]=[CH:43][CH:42]=[CH:41][CH:40]=1)[CH3:38])=[O:35])[NH:18][C:19](=[O:33])[CH:20]([C:27]1[CH:32]=[CH:31][CH:30]=[CH:29][CH:28]=1)[C:21]1[CH:26]=[CH:25][CH:24]=[CH:23][CH:22]=1)(OCC1C=CC=CC=1)=O.[ClH:56]>[Pd].CC(O)=O>[ClH:56].[C:21]1([CH:20]([C:27]2[CH:28]=[CH:29][CH:30]=[CH:31][CH:32]=2)[C:19]([NH:18][C@@H:17]([C:34]([NH:36][C@@H:37]([C:39]2[CH:44]=[CH:43][CH:42]=[CH:41][CH:40]=2)[CH3:38])=[O:35])[CH2:16][CH2:15][CH2:14][NH:13][C:12](=[NH:11])[NH2:45])=[O:33])[CH:22]=[CH:23][CH:24]=[CH:25][CH:26]=1 |f:4.5|. Procedure: Prepared according to the method described in Example 1(g) above from (R)-Nω,Nω '-bis(Cbz)-N2 -(diphenylacetyl)-(R)-N-(1-phenylethyl)arginine amide (0.6 g; 0.8 mmol; from step (d) above), 10% Pd/C (w/w; 200 mg), HOAc (25 mL), overnight reaction time. The crude acetate salt was converted to the hydrochloride to give 0.4 g (99%) of title compound as a solid. Starting materials: C(C)(=O)NCCN1N=NN=C1SC1=C(C=C(C=C1)[N+](=O)[O-])[N+](=O)[O-] (1-(2-acetamidoethyl)-5-(2,4-dinitrophenylthio)tetrazole), Cl (hydrochloric acid). The solvent is C(C)O (ethanol). The product is Cl.NCCN1N=NN=C1SC1=C(C=C(C=C1)[N+](=O)[O-])[N+](=O)[O-] (1-(2-aminoethyl)-5-(2,4-dinitrophenylthio)tetrazole hydrochloride), ( d ). Reaction SMILES: C([NH:4][CH2:5][CH2:6][N:7]1[C:11]([S:12][C:13]2[CH:18]=[CH:17][C:16]([N+:19]([O-:21])=[O:20])=[CH:15][C:14]=2[N+:22]([O-:24])=[O:23])=[N:10][N:9]=[N:8]1)(=O)C.[ClH:25]>C(O)C>[ClH:25].[NH2:4][CH2:5][CH2:6][N:7]1[C:11]([S:12][C:13]2[CH:18]=[CH:17][C:16]([N+:19]([O-:21])=[O:20])=[CH:15][C:14]=2[N+:22]([O-:24])=[O:23])=[N:10][N:9]=[N:8]1 |f:3.4|. Reported procedure: A mixture of 6.5 g. (0.02 mol) of 1-(2-acetamidoethyl)-5-(2,4-dinitrophenylthio)tetrazole, 100 ml. of 12 N hydrochloric acid and 100 ml. of 95% ethanol was refluxed for 4.5 hours. The mixture was evaporated to dryness to give a gummy residue which crystallized upon addition of ethanol to give 1-(2-aminoethyl)-5-(2,4-dinitrophenylthio)tetrazole hydrochloride, mp 217°-219° C. (d). Reactants: FC1=C(C(=CC=C1)F)C(C)OC(NC=1C(=NOC1C1=CC=C(C=C1)Br)C)=O ([5-(4-bromo-phenyl)-3-methyl-isoxazol-4-yl]-carbamic acid 1-(2,6-difluoro-phenyl)-ethyl ester), C(C)OC(CC1=CC=C(C=C1)B1OC(C(O1)(C)C)(C)C)=O ([4-(4,4,5,5-tetramethyl-[1,3,2]dioxaborolan-2-yl)-phenyl]-acetic acid ethyl ester). The product is C(C)OC(CC1=CC=C(C=C1)C1=CC=C(C=C1)C1=C(C(=NO1)C)NC(=O)OC(C)C1=C(C=CC=C1F)F)=O ((4′-{4-[1-(2,6-difluoro-phenyl)-ethoxycarbonylamino]-3-methyl-isoxazol-5-yl}-biphenyl-4-yl)-acetic acid ethyl ester). As a reaction SMILES: [F:1][C:2]1[CH:7]=[CH:6][CH:5]=[C:4]([F:8])[C:3]=1[CH:9]([O:11][C:12](=[O:27])[NH:13][C:14]1[C:15]([CH3:26])=[N:16][O:17][C:18]=1[C:19]1[CH:24]=[CH:23][C:22](Br)=[CH:21][CH:20]=1)[CH3:10].[CH2:28]([O:30][C:31](=[O:48])[CH2:32][C:33]1[CH:38]=[CH:37][C:36](B2OC(C)(C)C(C)(C)O2)=[CH:35][CH:34]=1)[CH3:29]>>[CH2:28]([O:30][C:31](=[O:48])[CH2:32][C:33]1[CH:38]=[CH:37][C:36]([C:22]2[CH:23]=[CH:24][C:19]([C:18]3[O:17][N:16]=[C:15]([CH3:26])[C:14]=3[NH:13][C:12]([O:11][CH:9]([C:3]3[C:2]([F:1])=[CH:7][CH:6]=[CH:5][C:4]=3[F:8])[CH3:10])=[O:27])=[CH:20][CH:21]=2)=[CH:35][CH:34]=1)[CH3:29]. Procedure details: Following the procedure described in Example 36, Step 6, [5-(4-bromo-phenyl)-3-methyl-isoxazol-4-yl]-carbamic acid 1-(2,6-difluoro-phenyl)-ethyl ester and [4-(4,4,5,5-tetramethyl-[1,3,2]dioxaborolan-2-yl)-phenyl]-acetic acid ethyl ester were reacted to provide (4′-{4-[1-(2,6-difluoro-phenyl)-ethoxycarbonylamino]-3-methyl-isoxazol-5-yl}-biphenyl-4-yl)-acetic acid ethyl ester, which was hydrolyzed to the acid as described in Example 34, Step 2. Reactants: NS(=O)(=O)N (aminosulfonamide), C(=O)([O-])[O-].[K+].[K+] (K2CO3), ClCCCS(=O)(=O)N1CCC(CC1)C1=CNC2=C(C=C(C=C12)C=1SC=CC1)C(=O)N (3-{1-[(3-chloropropyl)sulfonyl]-4-piperidinyl}-5-(2-thienyl)-1H-indole-7-carboxamide), CN1CCNCC1 (1-methylpiperazine). The product is CN1CCN(CC1)CCCS(=O)(=O)N1CCC(CC1)C1=CNC2=C(C=C(C=C12)C=1SC=CC1)C(=O)N (3-(1-{[3-(4-methyl-1-piperazinyl)propyl]sulfonyl}-4-piperidinyl)-5-(2-thienyl)-1H-indole-7-carboxamide). Yield: 10.2%. RXN SMILES: NS(N)(=O)=O.Cl[CH2:7][CH2:8][CH2:9][S:10]([N:13]1[CH2:18][CH2:17][CH:16]([C:19]2[C:27]3[C:22](=[C:23]([C:33]([NH2:35])=[O:34])[CH:24]=[C:25]([C:28]4[S:29][CH:30]=[CH:31][CH:32]=4)[CH:26]=3)[NH:21][CH:20]=2)[CH2:15][CH2:14]1)(=[O:12])=[O:11].[CH3:36][N:37]1[CH2:42][CH2:41][NH:40][CH2:39][CH2:38]1.C([O-])([O-])=O.[K+].[K+]>>[CH3:36][N:37]1[CH2:42][CH2:41][N:40]([CH2:7][CH2:8][CH2:9][S:10]([N:13]2[CH2:18][CH2:17][CH:16]([C:19]3[C:27]4[C:22](=[C:23]([C:33]([NH2:35])=[O:34])[CH:24]=[C:25]([C:28]5[S:29][CH:30]=[CH:31][CH:32]=5)[CH:26]=4)[NH:21][CH:20]=3)[CH2:15][CH2:14]2)(=[O:12])=[O:11])[CH2:39][CH2:38]1 |f:3.4.5|. Procedure details: Following the general procedure for aminosulfonamide formation outlined in example 2, 3-{1-[(3-chloropropyl)sulfonyl]-4-piperidinyl}-5-(2-thienyl)-1H-indole-7-carboxamide (40 mg, 0.13 mmol) and 1-methylpiperazine (0.068 mL, 0.65 mmol) were allowed to react in the presence of K2CO3 (74 mg, 0.65 mmol). The resulting residue was purified by reverse phase HPLC eluting with 10% B to 80% B, where A=H2O (0.1% trifluoroacetic acid) and B=CH3CN (0.1% trifluoroacetic acid) to give the title compound (7.0 ... Starting materials: ClC1=C(C=CC=C1)CN1NC(=C2C1=NC(=NC2=O)C2=CC=NC=C2)C (1-(2-chlorophenylmethyl)-3-methyl-6-(4-pyridyl)pyrazolo[3,4-d]pyrimidin-4-one), [N+](=O)(O)[O-] (nitric acid), ice water. Reaction conditions: temperature -10 celsius, time 30 minute. Product: ClC1=C(C=C(C=C1)[N+](=O)[O-])CN1NC(=C2C1=NC(=NC2=O)C2=CC=NC=C2)C (1-(2-chloro-5-nitrophenylmethyl)-3-methyl-6-(4-pyridyl)pyrazolo[3,4-d]pyrimidin-4-one). Isolated yield 99.0%. RXN SMILES: [Cl:1][C:2]1[CH:7]=[CH:6][CH:5]=[CH:4][C:3]=1[CH2:8][N:9]1[C:13]2=[N:14][C:15]([C:19]3[CH:24]=[CH:23][N:22]=[CH:21][CH:20]=3)=[N:16][C:17](=[O:18])[C:12]2=[C:11]([CH3:25])[NH:10]1.[N+:26]([O-])([OH:28])=[O:27]>>[Cl:1][C:2]1[CH:7]=[CH:6][C:5]([N+:26]([O-:28])=[O:27])=[CH:4][C:3]=1[CH2:8][N:9]1[C:13]2=[N:14][C:15]([C:19]3[CH:24]=[CH:23][N:22]=[CH:21][CH:20]=3)=[N:16][C:17](=[O:18])[C:12]2=[C:11]([CH3:25])[NH:10]1. Reported procedure: To a solution of 90% nitric acid (30 ml) at -10° C. was added in portions over 4 hours 1-(2-chlorophenylmethyl)-3-methyl-6-(4-pyridyl)pyrazolo[3,4-d]pyrimidin-4-one (4.9 g, 0.014 mol). The mixture was stirred at -10° C. for 30 minutes and poured into ice-water. The product was collected by filtration and washed with water. The solid residue was dissolved in methanol/DMF (3/1), treated with charcoal and the solvent was concentrated in vacuo. Ether was added to the residue and the product was coll...